This data is from the Open Reaction Database (ORD), a public repository of structured organic reaction records. The task is: describe an organic reaction: reactants, conditions, products, and yield Reactants: N1CC(OCC1)C=C1C2=C(CCC3=C1C=CC=C3)C=CC=C2 (5-(morpholin-2-yl)methylidene-10,11-dihydro-5H-dibenzo[a,d]cycloheptene), [NH2-].[Na+] (sodium amide), ClC(Cl)(Cl)S(=O)(=O)OCC(F)(F)F (2,2,2-trifluoroethyl trichloromethylsulfonate), O (water). Solvent: O1CCCC1 (tetrahydrofuran), O1CCCC1 (tetrahydrofuran). Product: FC(CN1CC(OCC1)C=C1C2=C(CCC3=C1C=CC=C3)C=CC=C2)(F)F (5-[4-(2,2,2-trifluoroethyl)morpholin-2-yl]methylidene-10,11-dihydro-5H-dibenzo[a,d]cycloheptene). Reaction SMILES: [NH:1]1[CH2:6][CH2:5][O:4][CH:3]([CH:7]=[C:8]2[C:14]3[CH:15]=[CH:16][CH:17]=[CH:18][C:13]=3[CH2:12][CH2:11][C:10]3[CH:19]=[CH:20][CH:21]=[CH:22][C:9]2=3)[CH2:2]1.[NH2-].[Na+].ClC(S(O[CH2:33][C:34]([F:37])([F:36])[F:35])(=O)=O)(Cl)Cl.O>O1CCCC1>[F:35][C:34]([F:37])([F:36])[CH2:33][N:1]1[CH2:6][CH2:5][O:4][CH:3]([CH:7]=[C:8]2[C:14]3[CH:15]=[CH:16][CH:17]=[CH:18][C:13]=3[CH2:12][CH2:11][C:10]3[CH:19]=[CH:20][CH:21]=[CH:22][C:9]2=3)[CH2:2]1 |f:1.2|. Reported procedure: To 5-(morpholin-2-yl)methylidene-10,11-dihydro-5H-dibenzo[a,d]cycloheptene (0.69 g) in anhydrous tetrahydrofuran was added sodium amide (0.20 g) at room temperature, and the resulting mixture was heated under reflux for 1.5 hours. After cooling, 2,2,2-trifluoroethyl trichloromethylsulfonate (0.666 g) in anhydrous tetrahydrofuran was added to the mixture under ice-cooling, and then the mixture was heated under reflux for 11.5 hours. After cooling, water (0.2 g) was added thereto and inorganic mat...